Task: describe an organic reaction: reactants, conditions, products, and yield. Dataset: the Open Reaction Database (ORD), a public repository of structured organic reaction records The reactants are [N+](=O)(O)[O-] (nitric acid), NC1=CC=C(C=C1)C1=CC=C(C=C1)C#N (4-amino-4'-cyano-biphenyl), [H][H] (hydrogen), C(C)N(C(C)C)C(C)C (N-ethyldiisopropylamine), C(#N)C1=CC=C(C=C1)C1=CC=CC=C1 (4-cyano-biphenyl), [Cl-].COC(CCCC(=O)O)=O (glutaric acid monomethylester chloride). The reagents and catalysts are [Pd] (palladium/charcoal). Run in C(Cl)Cl (methylene chloride), C(C)(=O)OCC (ethyl acetate), C(#N)C1=CC=C(C=C1)C1=CC=C(C=C1)[N+](=O)[O-] (4-cyano-4'-nitrobiphenyl), C(#N)C1=CC=C(C=C1)C1=CC=C(C=C1)[N+](=O)[O-] (4-cyano-4'-nitrobiphenyl). Product: C(#N)C1=CC=C(C=C1)C1=CC=C(C=C1)NC(CCCC(=O)OC)=O (4-Cyano-4'-(4-methoxycarbonylbutyrylamino)biphenyl). Reaction SMILES: [NH2:1][C:2]1[CH:7]=[CH:6][C:5]([C:8]2[CH:13]=[CH:12][C:11]([C:14]#[N:15])=[CH:10][CH:9]=2)=[CH:4][CH:3]=1.[H][H].C(C1C=CC(C2C=CC=CC=2)=CC=1)#N.[N+]([O-])(O)=O.C(N(C(C)C)C(C)C)C.[Cl-].[CH3:46][O:47][C:48](=[O:55])[CH2:49][CH2:50][CH2:51][C:52](O)=[O:53]>C(OCC)(=O)C.C(C1C=CC(C2C=CC([N+]([O-])=O)=CC=2)=CC=1)#N.C(Cl)Cl.[Pd]>[C:14]([C:11]1[CH:12]=[CH:13][C:8]([C:5]2[CH:4]=[CH:3][C:2]([NH:1][C:52](=[O:53])[CH2:51][CH2:50][CH2:49][C:48]([O:47][CH3:46])=[O:55])=[CH:7][CH:6]=2)=[CH:9][CH:10]=1)#[N:15] |f:5.6|. Reported procedure: 6.6 g of 4-amino-4'-cyano-biphenyl (melting point: 171°-173° C., prepared by reduction of 4-cyano-4'-nitrobiphenyl with hydrogen in the presence of palladium/charcoal in ethyl acetate, 4-cyano-4'-nitrobiphenyl is prepared by reacting 4-cyano-biphenyl with fuming nitric acid) and 5.8 g of N-ethyldiisopropylamine are dissolved in 70 ml of methylene chloride and 5.6 g of glutaric acid monomethylester chloride are added with stirring. The mixture is stirred for two hours at ambient temperature. The ... Reactants: CO.C(Cl)Cl (MeOH CH2Cl2), ClC1=CC=NC=C1C(=S)N (4-chloro-thionicotinamide), CCO (EtOH), BrC(C(C(=O)[O-])=O)CC (bromo-ethyl-pyruvate). Solvent: CCOC(=O)C (EtOAc). The product is ClC1=CC=C(C=N1)C=1SC=C(N1)C(=O)OCC (Ethyl 2-(6-chloro-3-pyridyl)thiazole-4-carboxylate). As a reaction SMILES: Cl[C:2]1[C:7]([C:8]([NH2:10])=[S:9])=[CH:6][N:5]=[CH:4][CH:3]=1.[CH3:11][CH2:12]O.Br[CH:15](CC)[C:16](=O)[C:17]([O-:19])=[O:18].CO.C(Cl)[Cl:26]>CCOC(C)=O>[Cl:26][C:4]1[N:5]=[CH:6][C:7]([C:8]2[S:9][CH:15]=[C:16]([C:17]([O:19][CH2:11][CH3:12])=[O:18])[N:10]=2)=[CH:2][CH:3]=1 |f:3.4|. Procedure: To a mixture of the 4-chloro-thionicotinamide (5.5 g, 31.9 mmol) and EtOH (300 mL) was added bromo-ethyl-pyruvate (4.4 mL, 35.1 mmol). The mixture was heated at reflux for 15 h, cooled and concentrated in vacuo to afford a yellow solid/orange oil. The oil was diluted with EtOAc and filtered off yellow solid. The filtrate was filtered through Celite® and concentrated in vacuo to give a dark yellow oil. The oil was diluted with 2% MeOH/CH2Cl2 and filtered through a pad of silica gel (150 mL). Elut...